From a dataset of the Open Reaction Database (ORD), a public repository of structured organic reaction records. describe an organic reaction: reactants, conditions, products, and yield Starting materials: Cc1ccc(-n2nc3c(cc2=O)CCc2sccc2-3)cc1, CN(C=O)c1ccccc1, O. RXN SMILES: [CH3:11][c:12]1[cH:13][cH:14][c:15](-[n:18]2[n:19][c:20]3[c:25]([cH:26][c:27]2=[O:28])[CH2:24][CH2:23][c:22]2[c:21]-3[cH:31][cH:30][s:29]2)[cH:16][cH:17]1.[CH3:1][N:2]([c:3]1[cH:4][cH:5][cH:6][cH:7][cH:8]1)[CH:9]=[O:10].[OH2:32]>>[CH2:9]([OH:10])[c:30]1[s:29][c:22]2[c:21]([cH:31]1)-[c:20]1[n:19][n:18](-[c:15]3[cH:14][cH:13][c:12]([CH3:11])[cH:17][cH:16]3)[c:27](=[O:28])[cH:26][c:25]1[CH2:24][CH2:23]2. The product is Cc1ccc(-n2nc3c(cc2=O)CCc2sc(CO)cc2-3)cc1. Starting materials: NC1=CC=NN1CCO (2-(5-amino-1H-pyrazol-1-yl)ethanol), N1C=NC=C1 (1H-imidazole), C(C)(C)(C)[Si](C1=CC=CC=C1)(C1=CC=CC=C1)Cl (tert-butylchlorodiphenylsilane). The solvent is CN(C)C=O (DMF). Run at time 15 hour. Product: [Si](C1=CC=CC=C1)(C1=CC=CC=C1)(C(C)(C)C)OCCN1N=CC=C1N (1-(2-(tert-butyldiphenylsilyloxy)ethyl)-1H-pyrazol-5-amine). Yield: 96.1%. RXN SMILES: [NH2:1][C:2]1[N:6]([CH2:7][CH2:8][OH:9])[N:5]=[CH:4][CH:3]=1.N1C=CN=C1.[C:15]([Si:19](Cl)([C:26]1[CH:31]=[CH:30][CH:29]=[CH:28][CH:27]=1)[C:20]1[CH:25]=[CH:24][CH:23]=[CH:22][CH:21]=1)([CH3:18])([CH3:17])[CH3:16]>CN(C=O)C>[Si:19]([O:9][CH2:8][CH2:7][N:6]1[C:2]([NH2:1])=[CH:3][CH:4]=[N:5]1)([C:15]([CH3:18])([CH3:17])[CH3:16])([C:26]1[CH:27]=[CH:28][CH:29]=[CH:30][CH:31]=1)[C:20]1[CH:25]=[CH:24][CH:23]=[CH:22][CH:21]=1. Procedure details: To a suspension of 2-(5-amino-1H-pyrazol-1-yl)ethanol (2.07 g, 16.0 mmol) and 1H-imidazole (5.43 g, 79.8 mmol) in DMF (10 mL) was added dropwise tert-butylchlorodiphenylsilane (4.96 mL, 19.1 mmol). The reaction was stirred for 15 hours. The solvent was removed under reduced pressure and the residue was diluted with DCM (40 mL). The organic layer was washed with 1N HCl (10 mL), water (10 mL) and brine (10 mL), then concentrated to give crude desired product (5.62 g, 96.4% yield), which was used i... The reactants are O (water), [Si](C)(C)(C)C=[N+]=[N-] (TMS-diazomethane), O (water), C1(=CC=CC=C1)S(=O)(=O)N1C2=C(OCC1)N=CC(=C2)C(=O)N2CCCCC2 ((1-(phenylsulfonyl)-2,3-dihydro-1H-pyrido[2,3-b][1,4]oxazin-7-yl)(piperidin-1-yl)methanone), C1(=CC=CC=C1)S(=O)(=O)N1C2=C(OCC1)N=CC(=C2)C(=O)N2CCCCC2 ((1-(phenylsulfonyl)-2,3-dihydro-1H-pyrido[2,3-b][1,4]oxazin-7-yl)(piperidin-1-yl)methanone), C(Cl)Cl (DCM), Cl.NC1(CCOCC1)C(=O)O (4-amino-tetrahydro-pyran-4-carboxylic acid hydrochloride). Run in C(=O)(O)[O-].[Na+] (NaHCO3), CCOCC (Et2O). Conditions: time 10 minute. Product: ClC=1C=C(C=CC1Cl)S(=O)(=O)N1C2=C(OCC1)N=CC(=C2)C(=O)NC2(CCOCC2)C(=O)OC (methyl 4-(1-(3,4-dichlorophenylsulfonyl)-2,3-dihydro-1H-pyrido[2,3-b][1,4]oxazine-7-carboxamido)tetrahydro-2H-pyran-4-carboxylate). Yield: 33.3%. Reaction SMILES: [ClH:1].[NH2:2][C:3]1([C:9]([OH:11])=[O:10])[CH2:8][CH2:7][O:6][CH2:5][CH2:4]1.[Si](C=[N+]=[N-])(C)(C)[CH3:13].[OH2:19].[C:20]1([S:26]([N:29]2[CH2:34][CH2:33][O:32][C:31]3[N:35]=[CH:36][C:37]([C:39](N4CCCCC4)=[O:40])=[CH:38][C:30]2=3)(=O)=[O:27])[CH:25]=[CH:24]C=[CH:22][CH:21]=1.[CH2:47]([Cl:49])Cl>CCOCC.C([O-])(O)=O.[Na+]>[Cl:1][C:24]1[CH:25]=[C:20]([S:26]([N:29]2[CH2:34][CH2:33][O:32][C:31]3[N:35]=[CH:36][C:37]([C:39]([NH:2][C:3]4([C:9]([O:11][CH3:13])=[O:10])[CH2:8][CH2:7][O:6][CH2:5][CH2:4]4)=[O:40])=[CH:38][C:30]2=3)(=[O:27])=[O:19])[CH:21]=[CH:22][C:47]=1[Cl:49] |f:0.1,7.8|. Procedure details: To a suspension of 4-amino-tetrahydro-pyran-4-carboxylic acid hydrochloride (53.5 mg, 0.294 mmol) in Et2O (1 mL) was added TMS-diazomethane (0.392 mL, 0.785 mmol) and water (200 μL). Upon addition of water, a vigorous evolution of gas occurred. The reaction was allowed to stir for 10 min at which time the reaction turned clear. The excess TMS-diazomethane was quenched by addition of AcOH until the solution turned colorless. The reaction mixture was concentrated in vacuo to provide an aqueous sol... The reactants are O=C(Cc1cccc(Cl)c1)N1C(=O)OCC1Cc1ccccc1, COC1CCC(C)(C)N1C(=O)OC(C)(C)C, CCN(C(C)C)C(C)C, ClCCl. The product is CC(C)(C)OC(=O)N1C(C(C(=O)N2C(=O)OCC2Cc2ccccc2)c2cccc(Cl)c2)CCC1(C)C. Reaction SMILES: [CH2:1]([c:2]1[cH:3][cH:4][cH:5][cH:6][cH:7]1)[CH:8]1[N:9]([C:14]([CH2:15][c:16]2[cH:17][c:18]([Cl:22])[cH:19][cH:20][cH:21]2)=[O:23])[C:10](=[O:13])[O:11][CH2:12]1.[CH3:33][O:34][CH:35]1[CH2:36][CH2:37][C:38]([CH3:47])([CH3:48])[N:39]1[C:40](=[O:41])[O:42][C:43]([CH3:44])([CH3:45])[CH3:46].[CH:24]([N:25]([CH2:26][CH3:27])[CH:28]([CH3:29])[CH3:30])([CH3:31])[CH3:32].[Cl:49][CH2:50][Cl:51]>>[CH2:1]([c:2]1[cH:3][cH:4][cH:5][cH:6][cH:7]1)[CH:8]1[N:9]([C:14]([CH:15]([c:16]2[cH:17][c:18]([Cl:22])[cH:19][cH:20][cH:21]2)[CH:35]2[CH2:36][CH2:37][C:38]([CH3:47])([CH3:48])[N:39]2[C:40](=[O:41])[O:42][C:43]([CH3:44])([CH3:45])[CH3:46])=[O:23])[C:10](=[O:13])[O:11][CH2:12]1. Reactants: OS(=O)(=O)O (H2SO4), CC1=C(C=C(N)C=C1)OC (4-methyl-3-(methyloxy)aniline), OS(=O)(=O)O (H2SO4), N(=O)[O-].[Na+] (sodium nitrite). Solvent: O (Water), O (water), O (water). Run at temperature 0 celsius, time 30 minute. Product: CC1=C(C=C(C=C1)O)OC (4-methyl-3-(methyloxy)phenol). Isolated yield 99.3%. Reaction SMILES: [CH3:1][C:2]1[CH:8]=[CH:7][C:5](N)=[CH:4][C:3]=1[O:9][CH3:10].[OH:11]S(O)(=O)=O.N([O-])=O.[Na+]>O>[CH3:1][C:2]1[CH:8]=[CH:7][C:5]([OH:11])=[CH:4][C:3]=1[O:9][CH3:10] |f:2.3|. Reported procedure: To a suspension of 4-methyl-3-(methyloxy)aniline (Reference Intermediate R1, 1.86 g) in water (100 mL)/H2SO4 (30 mL, 563 mmol) at 0° C. a solution of sodium nitrite (1.029 g, 14.91 mmol) in water (10 mL) was slowly added and the reaction mixture was stirred for 30 minutes at 0° C. The reaction mixture was slowly added to a solution of H2SO4 98% (20 mL) in Water (80 mL) pre-heated at 90° C. and stirred at this temperature for 1 h. After cooling the mixture was extracted with Et2O (2×200 mL), the ...